Dataset: the Open Reaction Database (ORD), a public repository of structured organic reaction records. Task: describe an organic reaction: reactants, conditions, products, and yield Reactants: NC1=NNC(=N1)CC (3-amino-5-ethyl-1,2,4-triazole), CN(C=CC(=O)C1=CC(=CC=C1)C(F)(F)F)C (3-dimethylamino-3'-trifluoromethylacrylophenone). Solvent: C(C)(=O)O (acetic acid). The product is C(C)C1=NN2C(N=CC=C2C2=CC(=CC=C2)C(F)(F)F)=N1 (2-Ethyl-7-(m-trifluoromethylphenyl)-1,2,4-triazolo[1,5-a]pyrimidine). As a reaction SMILES: [NH2:1][C:2]1[N:6]=[C:5]([CH2:7][CH3:8])[NH:4][N:3]=1.CN(C)[CH:11]=[CH:12][C:13]([C:15]1[CH:20]=[CH:19][CH:18]=[C:17]([C:21]([F:24])([F:23])[F:22])[CH:16]=1)=O>C(O)(=O)C>[CH2:7]([C:5]1[N:6]=[C:2]2[N:1]=[CH:11][CH:12]=[C:13]([C:15]3[CH:20]=[CH:19][CH:18]=[C:17]([C:21]([F:22])([F:23])[F:24])[CH:16]=3)[N:3]2[N:4]=1)[CH3:8]. Procedure: A mixture of 2.24 g. of 3-amino-5-ethyl-1,2,4-triazole and 4.86 g. of 3-dimethylamino-3'-trifluoromethylacrylophenone in 50 ml. of glacial acetic acid is refluxed for 16 hours. The resulting mixture is worked up as described in Example 54 to give the product of the Example, m.p. 132°-134° C.